Dataset: the Open Reaction Database (ORD), a public repository of structured organic reaction records. Task: describe an organic reaction: reactants, conditions, products, and yield Starting materials: ClCN1C(NC(C1=O)(C1=CC=CC=C1)C1=CC=CC=C1)=O (3-(chloromethyl)-5,5-diphenyl-2,4-imidazolidinedione), P(=O)(OCC1=CC=CC=C1)(OCC1=CC=CC=C1)[O-].[K+] (potassium dibenzyl phosphate), C([O-])([O-])=O.[K+].[K+] (potassium carbonate), [I-].[K+] (potassium iodide). Run in C(C)#N (acetonitrile). Run at temperature 70 celsius. Product: O=C1N(C(C(N1)(C1=CC=CC=C1)C1=CC=CC=C1)=O)COP(OCC1=CC=CC=C1)(OCC1=CC=CC=C1)=O (phosphoric acid dibenzyl ester 2,5-dioxo-4,4-diphenyl-imidazolidin-1-ylmethyl ester). Yield: 70.0%. RXN SMILES: Cl[CH2:2][N:3]1[C:7](=[O:8])[C:6]([C:15]2[CH:20]=[CH:19][CH:18]=[CH:17][CH:16]=2)([C:9]2[CH:14]=[CH:13][CH:12]=[CH:11][CH:10]=2)[NH:5][C:4]1=[O:21].[P:22]([O-:40])([O:32][CH2:33][C:34]1[CH:39]=[CH:38][CH:37]=[CH:36][CH:35]=1)([O:24][CH2:25][C:26]1[CH:31]=[CH:30][CH:29]=[CH:28][CH:27]=1)=[O:23].[K+].C(=O)([O-])[O-].[K+].[K+].[I-].[K+]>C(#N)C>[O:21]=[C:4]1[NH:5][C:6]([C:15]2[CH:20]=[CH:19][CH:18]=[CH:17][CH:16]=2)([C:9]2[CH:14]=[CH:13][CH:12]=[CH:11][CH:10]=2)[C:7](=[O:8])[N:3]1[CH2:2][O:40][P:22](=[O:23])([O:24][CH2:25][C:26]1[CH:27]=[CH:28][CH:29]=[CH:30][CH:31]=1)[O:32][CH2:33][C:34]1[CH:39]=[CH:38][CH:37]=[CH:36][CH:35]=1 |f:1.2,3.4.5,6.7|. Reported procedure: A mixture of 250 kg 3-(chloromethyl)-5,5-diphenyl-2,4-imidazolidinedione from Step (A), 270 kg of potassium dibenzyl phosphate, 6 kg of potassium carbonate, 0.75 kg of potassium iodide, and 500 kg of acetonitrile is heated at 70° C. to reflux for 2 to 5 hours or until the reaction is essentially complete. The reaction mixture is cooled to 40° C. to 65° C. and filtered. The solution is stirred with at least 11 kg of activated carbon and filtered using a filter-aid. The reaction solvent is replace... The yield is 73.9%. Yields the product NC1=C(CCC1)C(=O)OC (methyl 2-amino-1-cyclopentenecarboxylate). Procedure details: To a solution of 10.00 g (70.35 mmol) of methyl cyclopentanone-2-carboxylate in 100 ml of methanol, 22.18 g (351.74 mmol) of ammonium formate was added, and the resulting mixture was heated under reflux for 24 hours. After completion of the reaction, the reaction mixture was cooled to room temperature, and the solvent was distilled off under reduced pressure. To the residue, 50 ml of ethyl acetate and 30 ml of water were added, and the mixture was stirred at room temperature for 30 minutes. Then... The solvent is CO (methanol). Starting materials: COC(=O)C1CCCC1=O (methyl cyclopentanone-2-carboxylate), C(=O)[O-].[NH4+] (ammonium formate). Conditions: time 30 minute. As a reaction SMILES: [CH3:1][O:2][C:3]([CH:5]1[C:9](=O)[CH2:8][CH2:7][CH2:6]1)=[O:4].C([O-])=O.[NH4+:14]>CO>[NH2:14][C:9]1[CH2:8][CH2:7][CH2:6][C:5]=1[C:3]([O:2][CH3:1])=[O:4] |f:1.2|. Reactants: ClC1=NC=C(C(=N1)Cl)C(F)(F)F (2,4-dichloro-5-(trifluoromethyl)pyrimidine), Cl.CS(=O)C=1C=C(C=CC1)CN (1-[3-(methylsulfinyl)phenyl]methanamine hydrochloride), C(C)(C)N(CC)C(C)C (diisopropylethylamine), anilines, NC1=CC=C(CP(OCC)(OCC)=O)C=C1 (diethyl (4-aminobenzyl)phosphonate), C(=O)(C(F)(F)F)O (TFA), ClC1=NC=C(C(=N1)NCC1=CC(=CC=C1)S(=O)C)C(F)(F)F (2-chloro-N-[3-(methylsulfinyl)benzyl]-5-(trifluoromethyl)pyrimidin-4-amine), ClC1=NC(=NC=C1C(F)(F)F)NCC1=CC(=CC=C1)S(=O)C (4-chloro-N-[3-(methylsulfinyl)benzyl]-5-(trifluoromethyl)pyrimidin-2-amine). Run in CCCCCC (hexane), C(C)(=O)OCC (ethyl acetate). Product: CS(=O)C=1C=C(CNC2=NC(=NC=C2C(F)(F)F)NC2=CC=C(CP(OCC)(OCC)=O)C=C2)C=CC1 (diethyl (4-{[4-{[3-(methylsulfinyl)benzyl]amino}-5-(trifluoromethyl)pyrimidin-2-yl]amino}benzyl)phosphonate). As a reaction SMILES: Cl[C:2]1[N:7]=[C:6](Cl)[C:5]([C:9]([F:12])([F:11])[F:10])=[CH:4][N:3]=1.Cl.[CH3:14][S:15]([C:17]1[CH:18]=[C:19]([CH2:23][NH2:24])[CH:20]=[CH:21][CH:22]=1)=[O:16].C(N(C(C)C)CC)(C)C.ClC1N=C(NCC2C=CC=C(S(C)=O)C=2)C(C(F)(F)F)=CN=1.ClC1C(C(F)(F)F)=CN=C(NCC2C=CC=C(S(C)=O)C=2)N=1.[NH2:78][C:79]1[CH:93]=[CH:92][C:82]([CH2:83][P:84](=[O:91])([O:88][CH2:89][CH3:90])[O:85][CH2:86][CH3:87])=[CH:81][CH:80]=1.C(O)(C(F)(F)F)=O>C(OCC)(=O)C.CCCCCC>[CH3:14][S:15]([C:17]1[CH:18]=[C:19]([CH:20]=[CH:21][CH:22]=1)[CH2:23][NH:24][C:6]1[C:5]([C:9]([F:12])([F:11])[F:10])=[CH:4][N:3]=[C:2]([NH:78][C:79]2[CH:80]=[CH:81][C:82]([CH2:83][P:84](=[O:91])([O:85][CH2:86][CH3:87])[O:88][CH2:89][CH3:90])=[CH:92][CH:93]=2)[N:7]=1)=[O:16] |f:1.2|. Procedure details: 2,4-dichloro-5-(trifluoromethyl)pyrimidine XL was reacted with 1-[3-(methylsulfinyl)phenyl]methanamine hydrochloride (Bioorg. Med. Chem. Lett. 2005, 15, 4136-4142) and diisopropylethylamine at 0° C. overnight to afford a mixture of 2-chloro-N-[3-(methylsulfinyl)benzyl]-5-(trifluoromethyl)pyrimidin-4-amine and 4-chloro-N-[3-(methylsulfinyl)benzyl]-5-(trifluoromethyl)pyrimidin-2-amine XLVa/XLVb. A sample of the pure, desired 4-substituted isomer XLVa was isolated as the non-polar component mixture...